This data is from the Open Reaction Database (ORD), a public repository of structured organic reaction records. The task is: describe an organic reaction: reactants, conditions, products, and yield Reactants: C(C)(C)(C)OC(=O)N[C@@H](CCCC(N)C(=O)OCC1=CC=CC=C1)C(=O)O (t-butyloxycarbonyl-ε-carbobenzoxy-L-lysine), Cl.C(C1=CC=CC=C1)OC([C@H]1NCCC1)=O (L-proline benzylester hydrochloride), CCN=C=NCCCN(C)C (WSC). Solvent: C(C)(=O)OCC (ethyl acetate), C(Cl)Cl (methylene dichloride). Reaction conditions: temperature -15 celsius, time 8 hour. Yields the product C(C1=CC=CC=C1)OC([C@H]1N(CCC1)C([C@@H](NC(=O)OC(C)(C)C)CCCC(N)C(=O)OCC1=CC=CC=C1)=O)=O (t-butyloxycarbonyl-ε-carbobenzoxy-L-lysyl-L-proline benzylester). As a reaction SMILES: [C:1]([O:5][C:6]([NH:8][C@H:9]([C:25]([OH:27])=O)[CH2:10][CH2:11][CH2:12][CH:13]([C:15]([O:17][CH2:18][C:19]1[CH:24]=[CH:23][CH:22]=[CH:21][CH:20]=1)=[O:16])[NH2:14])=[O:7])([CH3:4])([CH3:3])[CH3:2].Cl.[CH2:29]([O:36][C:37](=[O:43])[C@@H:38]1[CH2:42][CH2:41][CH2:40][NH:39]1)[C:30]1[CH:35]=[CH:34][CH:33]=[CH:32][CH:31]=1.CCN=C=NCCCN(C)C>C(Cl)Cl.C(OCC)(=O)C>[CH2:29]([O:36][C:37](=[O:43])[C@@H:38]1[CH2:42][CH2:41][CH2:40][N:39]1[C:25](=[O:27])[C@H:9]([CH2:10][CH2:11][CH2:12][CH:13]([C:15]([O:17][CH2:18][C:19]1[CH:20]=[CH:21][CH:22]=[CH:23][CH:24]=1)=[O:16])[NH2:14])[NH:8][C:6]([O:5][C:1]([CH3:2])([CH3:3])[CH3:4])=[O:7])[C:30]1[CH:31]=[CH:32][CH:33]=[CH:34][CH:35]=1 |f:1.2|. Procedure details: All the obtained oily t-butyloxycarbonyl-ε-carbobenzoxy-L-lysine and L-proline benzylester hydrochloride (4.3 g, 17.8 m mole) were dissolved in methylene dichloride and WSC (3.3 ml, 17.8 m mole) was added thereto while cooling to -15° C. The mixture was stirred overnight and the methylene dichloride solution was distilled under reduced pressure leaving a residue. The residue was dissolved in ethyl acetate. The ethyl acetate solution was washed with 1N hydrochloric acid, 5% sodium bicarbonate and... Reactants: CCBr, O=c1[nH]cc(-c2ccncn2)cc1Br, C[O-], CO, [Na+], CN(C)C=O, O. The product is CCn1cc(-c2ccncn2)cc(Br)c1=O. As a reaction SMILES: [Br:18][CH2:19][CH3:20].[Br:4][c:5]1[c:6](=[O:17])[nH:7][cH:8][c:9](-[c:11]2[n:12][cH:13][n:14][cH:15][cH:16]2)[cH:10]1.[CH3:1][O-:2].[CH3:26][OH:27].[Na+:3].[O:21]=[CH:22][N:23]([CH3:24])[CH3:25].[OH2:28]>>[Br:4][c:5]1[c:6](=[O:17])[n:7]([CH2:19][CH3:20])[cH:8][c:9](-[c:11]2[n:12][cH:13][n:14][cH:15][cH:16]2)[cH:10]1. The reactants are [H-].[Na+] (sodium hydride), O[C@H](CCC(=O)[O-])C1=C(C=CC=C1)C.[Na+] (sodium (R)-4-hydroxy-4-(2-methylphenyl)butanoate), FC1=C(C=CC(=C1)OCC1=CSC=C1)[N+](=O)[O-] (2-fluoro-4-(thiophen-3-ylmethoxy)nitrobenzene). Solvent: C1CCOC1 (THF). Reaction conditions: temperature 50 celsius. Yields the product [N+](=O)([O-])C1=C(O[C@H](CCC(=O)O)C2=C(C=CC=C2)C)C=C(C=C1)OCC1=CSC=C1 ((R)-4-[2-nitro-5-(thiophen-3-ylmethoxy)phenoxy]-4-(2-methylphenyl)butyric acid). Isolated yield 18.9%. As a reaction SMILES: [OH:1][C@@H:2]([C:8]1[CH:13]=[CH:12][CH:11]=[CH:10][C:9]=1[CH3:14])[CH2:3][CH2:4][C:5]([O-:7])=[O:6].[Na+].[H-].[Na+].F[C:19]1[CH:24]=[C:23]([O:25][CH2:26][C:27]2[CH:31]=[CH:30][S:29][CH:28]=2)[CH:22]=[CH:21][C:20]=1[N+:32]([O-:34])=[O:33]>C1COCC1>[N+:32]([C:20]1[CH:21]=[CH:22][C:23]([O:25][CH2:26][C:27]2[CH:31]=[CH:30][S:29][CH:28]=2)=[CH:24][C:19]=1[O:1][C@@H:2]([C:8]1[CH:13]=[CH:12][CH:11]=[CH:10][C:9]=1[CH3:14])[CH2:3][CH2:4][C:5]([OH:7])=[O:6])([O-:34])=[O:33] |f:0.1,2.3|. Procedure details: A stirred suspension of sodium (R)-4-hydroxy-4-(2-methylphenyl)butanoate (190 mg) in THF (15 mL) is treated with 60% sodium hydride (35 mg) and maintained at 25° for 0.5 hours. The mixture is treated with 2-fluoro-4-(thiophen-3-ylmethoxy)nitrobenzene (220 mg) and maintained at 50° C. for 3 hours. The solution is evaporated. The residue is dissolved in ethyl acetate, washed with water, dried and evaporated. The residue is purified by flash chromatography on silica, eluting with dichloromethane fo... Starting materials: BrC(S(=O)(=O)C1=NNC=N1)(F)F (3-(bromodifluoromethylsulfonyl)-1,2,4-triazole), N1(CCCC1)C(=O)Cl (pyrrolidine-1-carbonyl chloride). The solvent is N1=CC=CC=C1 (pyridine), O (water). Run at time 16 hour. The product is BrC(S(=O)(=O)C1=NN(C=N1)C(=O)N1CCCC1)(F)F (3-(bromodifluoromethylsulfonyl)-1-(pyrrolidinocarbonyl)-1,2,4-triazole). The yield is 61.9%. RXN SMILES: [Br:1][C:2]([F:12])([F:11])[S:3]([C:6]1[N:10]=[CH:9][NH:8][N:7]=1)(=[O:5])=[O:4].[N:13]1([C:18](Cl)=[O:19])[CH2:17][CH2:16][CH2:15][CH2:14]1>N1C=CC=CC=1.O>[Br:1][C:2]([F:11])([F:12])[S:3]([C:6]1[N:10]=[CH:9][N:8]([C:18]([N:13]2[CH2:17][CH2:16][CH2:15][CH2:14]2)=[O:19])[N:7]=1)(=[O:4])=[O:5]. Procedure: To a solution of 0.12 g (0.45 mmol) 3-(bromodifluoromethylsulfonyl)-1,2,4-triazole, prepared as above, in 0.5 ml dry pyridine was added 0.07 g (0.54 mmol) pyrrolidine-1-carbonyl chloride and the mixture was agitated for 16 h at room temperature. The reaction mixture was then diluted with water and extracted with ether. The resulting organic layer was washed successively with dilute hydrochloric acid, water and saturated sodium bicarbonate solution, dried over MgSO4 and evaporated to give 0.1 g (... Reactants: C1(=CC=CC=C1)O (phenol), C(=C)C1=C(C=CC=C1)C=C (divinylbenzene), C(C)S (ethylmercaptan), C=1(C(O)=CC=CC1)OC (guaiacol), CC(=O)C (acetone). Product: CC(C)(C=1C=CC(=CC1)O)C=2C=CC(=CC2)O (BPA). The yield is 12.9%. As a reaction SMILES: [C:1]1([OH:7])[CH:6]=[CH:5][CH:4]=[CH:3][CH:2]=1.[C:8]1(OC)[C:9](=[CH:11][CH:12]=[CH:13][CH:14]=1)[OH:10].[CH3:17][C:18]([CH3:20])=O.C(C1C=CC=CC=1C=C)=C.C(S)C>>[CH3:17][C:18]([C:13]1[CH:12]=[CH:11][C:9]([OH:10])=[CH:8][CH:14]=1)([C:4]1[CH:3]=[CH:2][C:1]([OH:7])=[CH:6][CH:5]=1)[CH3:20]. Procedure details: A molten solution of phenol (1848 g, 19.65 mol), guaiacol (812 g, 6.55 mol), and acetone (120 g, 2.14 mol) at 50 C was fed downflow to a jacketed reactor containing 35 g of attached promoter IER catalyst (a monodispersed strongly acidic ion exchange resin with 2% divinylbenzene crosslinking, modified with ethylmercaptan promoter, 2.2 meg strong acid/g, 1.4 meg SH/g) with weighted hourly space velocity=1.0 while the reactor was held at 70 C. The reactor effluent was cooled to 40 C and filtered to... Reactants: C1CNCCN1, CCO, COc1nc(N2CCSCC2)nc(Cl)c1C#N, O. The product is COc1nc(N2CCSCC2)nc(N2CCNCC2)c1C#N. RXN SMILES: [CH2:18]1[CH2:19][NH:20][CH2:21][CH2:22][NH:23]1.[CH3:25][CH2:26][OH:27].[Cl:1][c:2]1[n:3][c:4]([N:12]2[CH2:13][CH2:14][S:15][CH2:16][CH2:17]2)[n:5][c:6]([O:10][CH3:11])[c:7]1[C:8]#[N:9].[OH2:24]>>[c:2]1([N:20]2[CH2:19][CH2:18][NH:23][CH2:22][CH2:21]2)[n:3][c:4]([N:12]2[CH2:13][CH2:14][S:15][CH2:16][CH2:17]2)[n:5][c:6]([O:10][CH3:11])[c:7]1[C:8]#[N:9].